This data is from the Open Reaction Database (ORD), a public repository of structured organic reaction records. The task is: describe an organic reaction: reactants, conditions, products, and yield Starting materials: CCO, Cc1ccc([N+](=O)[O-])c(C(=O)N(C)C)c1. The product is Cc1ccc(N)c(C(=O)N(C)C)c1. Reaction SMILES: [CH3:16][CH2:17][OH:18].[CH3:1][N:2]([C:3]([c:4]1[c:5]([N+:11]([O-:12])=[O:13])[cH:6][cH:7][c:8]([CH3:10])[cH:9]1)=[O:14])[CH3:15]>>[CH3:1][N:2]([C:3]([c:4]1[c:5]([NH2:11])[cH:6][cH:7][c:8]([CH3:10])[cH:9]1)=[O:14])[CH3:15]. Reactants: Cl.COC=1C=C(C=CC1OC)C=1C(C(N(N1)C1CCNCC1)=O)(C)C (5-(3,4-dimethoxyphenyl)-4,4-dimethyl-2-(piperidin-4-yl)-2,4-dihydro-3H-pyrazol-3-one hydrochloride), Cl.COC=1C=C(C=CC1OC)C=1C(C(N(N1)C1CCNCC1)=O)(C)C (5-(3,4-dimethoxyphenyl)-4,4-dimethyl-2-(piperidin-4-yl)-2,4-dihydro-3H-pyrazol-3-one hydrochloride), FC=1C(=NC=C(C1)F)C(=O)O (3,5-difluoropyridine-2-carboxylic acid). Product: FC=1C(=NC=C(C1)F)C(=O)N1CCC(CC1)N1N=C(C(C1=O)(C)C)C1=CC(=C(C=C1)OC)OC (2-{1-[(3,5-Difluoropyridin-2-yl)carbonyl]piperidin-4-yl}-5-(3,4-dimethoxyphenyl)-4,4-dimethyl-2,4-dihydro-3H-pyrazol-3-one). As a reaction SMILES: Cl.[CH3:2][O:3][C:4]1[CH:5]=[C:6]([C:12]2[C:13]([CH3:25])([CH3:24])[C:14](=[O:23])[N:15]([CH:17]3[CH2:22][CH2:21][NH:20][CH2:19][CH2:18]3)[N:16]=2)[CH:7]=[CH:8][C:9]=1[O:10][CH3:11].[F:26][C:27]1[C:28]([C:34](O)=[O:35])=[N:29][CH:30]=[C:31]([F:33])[CH:32]=1>>[F:26][C:27]1[C:28]([C:34]([N:20]2[CH2:21][CH2:22][CH:17]([N:15]3[C:14](=[O:23])[C:13]([CH3:25])([CH3:24])[C:12]([C:6]4[CH:7]=[CH:8][C:9]([O:10][CH3:11])=[C:4]([O:3][CH3:2])[CH:5]=4)=[N:16]3)[CH2:18][CH2:19]2)=[O:35])=[N:29][CH:30]=[C:31]([F:33])[CH:32]=1 |f:0.1|. Procedure details: The title compound is prepared analogously as described for GP2-WU2 using 5-(3,4-dimethoxyphenyl)-4,4-dimethyl-2-(piperidin-4-yl)-2,4-dihydro-3H-pyrazol-3-one (compound B1) and 3,5-difluoropyridine-2-carboxylic acid as starting compounds. The crude product is purified by chromatography (amino phase silica gel and DCM) to yield the title compound.